The task is: describe an organic reaction: reactants, conditions, products, and yield. This data is from the Open Reaction Database (ORD), a public repository of structured organic reaction records. Solvent: O (Water), CO (MeOH), CN(C)C=O (DMF). Reagents/catalysts: CC([O-])C.[Ti+4].CC([O-])C.CC([O-])C.CC([O-])C (titanium isopropoxide). The reactants are [BH4-].[Na+] (NaBH4), ClC=1C=CC2=C(N(C(=N2)C=2C=NC=C(C=O)C2)C)C1 (5-(6-chloro-1-methyl-1H-benzo[d]imidazol-2-yl)nicotinaldehyde), C(C)S(=O)(=O)N (ethanesulfonamide), C1(=CC=CC=C1)C (toluene). Product: ClC=1C=CC2=C(N(C(=N2)C=2C=C(C=NC2)CNS(=O)(=O)CC)C)C1 (N-((5-(6-chloro-1-methyl-1H-benzo[d]imidazol-2-yl)pyridin-3-yl)methyl)ethanesulfonamide). Reaction SMILES: [Cl:1][C:2]1[CH:3]=[CH:4][C:5]2[N:9]=[C:8]([C:10]3[CH:11]=[N:12][CH:13]=[C:14]([CH:17]=3)[CH:15]=O)[N:7]([CH3:18])[C:6]=2[CH:19]=1.[CH2:20]([S:22]([NH2:25])(=[O:24])=[O:23])[CH3:21].C1(C)C=CC=CC=1.[BH4-].[Na+]>CO.CC(C)[O-].[Ti+4].CC(C)[O-].CC(C)[O-].CC(C)[O-].CN(C=O)C.O>[Cl:1][C:2]1[CH:3]=[CH:4][C:5]2[N:9]=[C:8]([C:10]3[CH:17]=[C:14]([CH2:15][NH:25][S:22]([CH2:20][CH3:21])(=[O:24])=[O:23])[CH:13]=[N:12][CH:11]=3)[N:7]([CH3:18])[C:6]=2[CH:19]=1 |f:3.4,6.7.8.9.10|. Reported procedure: A flask was charged with 5-(6-chloro-1-methyl-1H-benzo[d]imidazol-2-yl)nicotinaldehyde (100 mg, 0.368 mmol), ethanesulfonamide (80 mg, 0.736 mmol) and toluene (3 mL), and titanium isopropoxide (157 mg, 0.552 mmol) was added dropwise. The mixture was stirred at 120° C. overnight. The mixture was concentrated in vacuo and the residue was taken up in DCM (20 mL) and MeOH (20 mL), and NaBH4 (0.0557 g, 1.47 mmol) was added at 0° C. The mixture was stirred at 0° C. for 30 min. Water (1 mL) was added a... Reaction conditions: temperature 120 celsius, time 8 hour. Starting materials: C(C)OC(=O)C1CN(CCC1=O)C(=O)OC(C)(C)C (4-oxo-piperidine-1,3-dicarboxylic acid 1-tert-butyl ester 3-ethyl ester), N1=C(C=NC2=CC=CC=C12)NN (quinoxalin-2-yl-hydrazine). The solvent is C1(=CC=CC=C1)C (toluene). The product is C(C)(C)(C)OC(=O)N1CC2=C(CC1)NN(C2=O)C2=NC1=CC=CC=C1N=C2 (3-Oxo-2-quinoxalin-2-yl-1,2,3,4,6,7-hexahydro-pyrazolo[4,3-c]pyridine-5-carboxylic acid tert-butyl ester). Yield: 88.8%. As a reaction SMILES: C(O[C:4]([CH:6]1[C:11](=O)[CH2:10][CH2:9][N:8]([C:13]([O:15][C:16]([CH3:19])([CH3:18])[CH3:17])=[O:14])[CH2:7]1)=[O:5])C.[N:20]1[C:29]2[C:24](=[CH:25][CH:26]=[CH:27][CH:28]=2)[N:23]=[CH:22][C:21]=1[NH:30][NH2:31]>C1(C)C=CC=CC=1>[C:16]([O:15][C:13]([N:8]1[CH2:9][CH2:10][C:11]2[NH:31][N:30]([C:21]3[CH:22]=[N:23][C:24]4[C:29](=[CH:28][CH:27]=[CH:26][CH:25]=4)[N:20]=3)[C:4](=[O:5])[C:6]=2[CH2:7]1)=[O:14])([CH3:17])([CH3:18])[CH3:19]. Procedure details: To a solution of 4-oxo-piperidine-1,3-dicarboxylic acid 1-tert-butyl ester 3-ethyl ester (500 mg, 1.84 mmol; Tetrahedron 1994, 50, 515) in toluene (10 mL) was added quinoxalin-2-yl-hydrazine (295 mg, 1.85 mmol; Heterocycles 1985, 23, 2603). This mixture was stirred at reflux overnight, cooled to room temperature, concentrated, and purified by flash column chromatography (25→75% ethyl acetate/hexanes) to give 600 mg (89%) of the title compound of Example 75, Step A as a light orange solid. 1H NMR... Starting materials: BrC1=C(C(=O)O)C(=CC=C1)F (2-bromo-6-fluorobenzoic acid), BrC1=C(C=C(C=C1)Cl)COCOC (2-Bromo-5-chloro-1-(methoxymethoxymethyl)benzene). Product: BrC1=C(C(=CC=C1)F)COCOC (2-Bromo-6-fluoro-1-(methoxymethoxymethyl)benzene). RXN SMILES: [Br:1][C:2]1[CH:10]=[CH:9][CH:8]=[C:7]([F:11])[C:3]=1[C:4](O)=[O:5].BrC1C=CC(Cl)=CC=1[CH2:20][O:21][CH2:22]OC>>[Br:1][C:2]1[CH:10]=[CH:9][CH:8]=[C:7]([F:11])[C:3]=1[CH2:4][O:5][CH2:20][O:21][CH3:22]. Procedure: This compound was made from 2-bromo-6-fluorobenzoic acid in the same manner as compound 18d: 1H NMR (300 MHz, CDCl3) δ (ppm) 3.43 (s, 3H), 4.74 (s, 2H), 4.76 (d, J=2.1 Hz, 2H), 7.05 (t, J=9.1 Hz, 1H), 7.18 (td, J=8.2, 5.9 Hz, 1H), 7.40 (d, J=8.2 Hz, 1H). Starting materials: COC(C(CC=1N(C2=CC=C(C=C2C1SC(C)(C)C)OC)CC1=CC=C(C=C1)Cl)(C)C)=O (3-[N-p-Chlorobenzyl-3-(t-butylthio)-5-methoxyindol-2-yl]-2,2-dimethylpropanoic acid methyl ester), Cl (HCl), C1CCOC1 (THF), [Li+].[OH-] (LiOH). The solvent is CO (MeOH). Run at temperature 80 celsius. The product is ClC1=CC=C(CN2C(=C(C3=CC(=CC=C23)OC)SC(C)(C)C)CC(C(=O)O)(C)C)C=C1 (3-[N-(p-Chlorobenzyl)-3-(t-butylthio)-5-methoxyindol-2-yl]-2,2-dimethylpropanoic acid). RXN SMILES: C[O:2][C:3](=[O:32])[C:4]([CH3:31])([CH3:30])[CH2:5][C:6]1[N:7]([CH2:22][C:23]2[CH:28]=[CH:27][C:26]([Cl:29])=[CH:25][CH:24]=2)[C:8]2[C:13]([C:14]=1[S:15][C:16]([CH3:19])([CH3:18])[CH3:17])=[CH:12][C:11]([O:20][CH3:21])=[CH:10][CH:9]=2.C1COCC1.[Li+].[OH-].Cl>CO>[Cl:29][C:26]1[CH:27]=[CH:28][C:23]([CH2:22][N:7]2[C:8]3[C:13](=[CH:12][C:11]([O:20][CH3:21])=[CH:10][CH:9]=3)[C:14]([S:15][C:16]([CH3:19])([CH3:17])[CH3:18])=[C:6]2[CH2:5][C:4]([CH3:31])([CH3:30])[C:3]([OH:32])=[O:2])=[CH:24][CH:25]=1 |f:2.3|. Procedure details: The compound from Step A was hydrolysed using 325 mL of THF, 600 mL of MeOH and 325 mL of 1.0M LiOH. The solution was heated to 80° C. for 3 h. The solution was acidified with 1N HCl and extracted with 3×200 mL of EtOAc. The organic phase was washed with water (2×150 mL) and dried over MgSO4. The solution was evaporated to dryness to provide the title compound. m.p. 190°-191° C. Starting materials: C(C1=CC=CC=C1)OC1=C2C(=C(C=C1)O)OCO2 (4-benzyloxy-2,3-methylenedioxyphenol). Reagents/catalysts: [Pd] (palladium-on-carbon). Run in O1CCCC1 (tetrahydrofuran). The product is C1OC=2C(C=CC(C2O1)=O)=O (2,3-methylenedioxy-1,4-benzoquinone). The yield is 102.2%. As a reaction SMILES: C([O:8][C:9]1[CH:14]=[CH:13][C:12]([OH:15])=[C:11]2[O:16][CH2:17][O:18][C:10]=12)C1C=CC=CC=1>O1CCCC1.[Pd]>[CH2:17]1[O:16][C:11]2[C:12](=[O:15])[CH:13]=[CH:14][C:9](=[O:8])[C:10]=2[O:18]1. Procedure details: A solution of 4-benzyloxy-2,3-methylenedioxyphenol (7.7 g) in tetrahydrofuran (50 ml) was hydrogenated at atmospheric pressure over palladium-on-carbon overnight. The catalyst was removed by filtration, and the resulting hydroquinone intermediate was oxidized in actonitrile solution with ceric ammonium nitrate (25 g). After 5 minutes the reaction was quenched with water and extracted with ethyl acetate. Evaporation of the organic extract and chromatography afforded 4.9 g of 2,3-methylenedioxy-1,... Run at temperature 15 celsius, time 1 hour. Run in C(C)(=O)O (acetic acid), ice, C(C)(=O)O (acetic acid), C(C)(=O)O (acetic acid), ClCCl (dichloromethane). Reactants: C(#N)C(C(=O)OCC)CC#N (ethyl 2,3-dicyanopropanoate), S(O)(O)(=O)=O (sulphuric acid), N(=O)[O-].[Na+] (sodium nitrite), ClC1=C(N)C(=CC(=C1)OC(F)(F)F)Cl (2,6-dichloro-4-(trifluoromethoxy)aniline). Yields the product NC1=CC(=NN1C1=C(C=C(C=C1Cl)OC(F)(F)F)Cl)C#N (5-amino-1-[2,6-dichloro-4-(trifluoromethoxy)phenyl]-1H-pyrazole-3-carbonitrile). As a reaction SMILES: S(=O)(=O)(O)O.[N:6]([O-])=O.[Na+].[Cl:10][C:11]1[CH:17]=[C:16]([O:18][C:19]([F:22])([F:21])[F:20])[CH:15]=[C:14]([Cl:23])[C:12]=1[NH2:13].[C:24]([CH:26]([CH2:32][C:33]#[N:34])C(OCC)=O)#[N:25]>C(O)(=O)C.ClCCl>[NH2:34][C:33]1[N:13]([C:12]2[C:11]([Cl:10])=[CH:17][C:16]([O:18][C:19]([F:22])([F:21])[F:20])=[CH:15][C:14]=2[Cl:23])[N:6]=[C:26]([C:24]#[N:25])[CH:32]=1 |f:1.2|. Yield: 36.3%. Procedure: To sulphuric acid (18M, 54 ml) was added sodium nitrite (13.9 g, 201.2 mmol) and the solution was stirred at 15° C. for 1 h. To the solution was added acetic acid (200 ml), followed by 2,6-dichloro-4-(trifluoromethoxy)aniline (45.0 g, 182.9 mmol) in acetic acid (90 ml), ensuring the temperature of the solution did not rise above 20° C. After addition was complete, the mixture was heated at 50° C. for 1 h, cooled to room temperature and added dropwise to a solution of ethyl 2,3-dicyanopropanoate ... Reactants: [Br-], C1CCOC1, C=C[Mg+], [Cl-], O=Cc1c(F)cccc1Sc1ccc(F)cc1, [NH4+]. Yields the product C=CC(O)c1c(F)cccc1Sc1ccc(F)cc1. As a reaction SMILES: [Br-:18].[CH2:24]1[O:25][CH2:26][CH2:27][CH2:28]1.[CH:19](=[CH2:20])[Mg+:21].[Cl-:22].[F:1][c:2]1[cH:3][cH:4][c:5]([S:8][c:9]2[c:10]([CH:11]=[O:12])[c:13]([F:17])[cH:14][cH:15][cH:16]2)[cH:6][cH:7]1.[NH4+:23]>>[F:1][c:2]1[cH:3][cH:4][c:5]([S:8][c:9]2[c:10]([CH:11]([OH:12])[CH:19]=[CH2:20])[c:13]([F:17])[cH:14][cH:15][cH:16]2)[cH:6][cH:7]1. Starting materials: BrC1=NC=C(C=C1)Br (2,5-dibromopyridine), CO (MeOH), [OH-].[K+] (KOH). Run in CN(C)C=O (DMF). Conditions: temperature 100 celsius. Product: BrC=1C=CC(=NC1)OC (5-Bromo-2-methoxypyridine). Reaction SMILES: Br[C:2]1[CH:7]=[CH:6][C:5]([Br:8])=[CH:4][N:3]=1.[CH3:9][OH:10].[OH-].[K+]>CN(C=O)C>[Br:8][C:5]1[CH:6]=[CH:7][C:2]([O:10][CH3:9])=[N:3][CH:4]=1 |f:2.3|. Procedure: To a solution of 2,5-dibromopyridine (1.4 g, 5.9 mmol) in DMF (10 mL) was added MeOH (4 mL), and 8N aqueous KOH (1 mL). The solution was heated to 100° C. for 2 h, then cooled and partitioned between Et2O and H2O. The organic layer was washed with brine, dried over MgSO4 and concentrated to provide 840 mg of the title compound, which was used in the next step without further purification.